The task is: describe an organic reaction: reactants, conditions, products, and yield. This data is from the Open Reaction Database (ORD), a public repository of structured organic reaction records. The reactants are C(=O)(C(F)(F)F)O (TFA), C(C)(C)(C)OC(=O)N1CCNCC1 (Piperazine-1-carboxylic acid tert-butyl ester), Cl.ClCC=1C=NC=CC1 (3-chloromethyl-pyridine hydrochloride), C([O-])([O-])=O.[Cs+].[Cs+] (cesium carbonate). The solvent is CN(C)C=O (DMF). Product: N1=CC(=CC=C1)CN1CCNCC1 (1-pyridin-3-ylmethyl-piperazine). The yield is 86.7%. RXN SMILES: C(O[C:6]([N:8]1[CH2:13][CH2:12][NH:11][CH2:10][CH2:9]1)=O)(C)(C)C.Cl.ClC[C:17]1[CH:18]=[N:19][CH:20]=[CH:21][CH:22]=1.C(=O)([O-])[O-].[Cs+].[Cs+].C(O)(C(F)(F)F)=O>CN(C=O)C>[N:19]1[CH:20]=[CH:21][CH:22]=[C:17]([CH2:6][N:8]2[CH2:9][CH2:10][NH:11][CH2:12][CH2:13]2)[CH:18]=1 |f:1.2,3.4.5|. Procedure: Piperazine-1-carboxylic acid tert-butyl ester (930 mg), 3-chloromethyl-pyridine hydrochloride (902 mg) and cesium carbonate (3.6 g) were reacted in DMF (5 ml), followed by further treatment with TFA, to obtain 1-pyridin-3-ylmethyl-piperazine (767 mg, 87%) as a pale brown oil. Reactants: FC(F)(F)N1C(F)(F)C(F)(F)OC(F)(F)C1(F)F, O=C1N(C(F)(F)F)C(=O)C(F)(F)OC1(F)F, O=S(=O)=O, O=S(=O)(O)O. Product: O=C1N(C(F)(F)F)C(F)(F)C(F)(F)OC1(F)F. Reaction SMILES: [F:1][C:2]1([F:18])[O:3][C:4]([F:16])([F:17])[C:5]([F:14])([F:15])[N:6]([C:10]([F:11])([F:12])[F:13])[C:7]1([F:8])[F:9].[F:28][C:29]1([F:30])[C:31](=[O:32])[N:33]([C:34]([F:35])([F:36])[F:37])[C:38](=[O:39])[C:40]([F:41])([F:42])[O:43]1.[O:19]=[S:20](=[O:21])=[O:22].[S:23](=[O:24])(=[O:25])([OH:26])[OH:27]>>[F:1][C:2]1([F:18])[O:3][C:4]([F:16])([F:17])[C:5]([F:14])([F:15])[N:6]([C:10]([F:11])([F:12])[F:13])[C:7]1=[O:19]. Reactants: CCOC(C)=O, COc1ccc(S(=O)(=O)Cl)cc1, CCCCCC, ClCCl, CC(N)c1cc(F)ccc1-c1ccccc1F, c1ccncc1. Product: COc1ccc(S(=O)(=O)NC(C)c2cc(F)ccc2-c2ccccc2F)cc1. As a reaction SMILES: [C:42]([O:43][CH2:44][CH3:45])(=[O:46])[CH3:47].[CH3:18][O:19][c:20]1[cH:21][cH:22][c:23]([S:26](=[O:27])(=[O:28])[Cl:29])[cH:24][cH:25]1.[CH3:36][CH2:37][CH2:38][CH2:39][CH2:40][CH3:41].[Cl:48][CH2:49][Cl:50].[F:1][c:2]1[c:3](-[c:8]2[c:9]([CH:15]([CH3:16])[NH2:17])[cH:10][c:11]([F:14])[cH:12][cH:13]2)[cH:4][cH:5][cH:6][cH:7]1.[cH:30]1[cH:31][cH:32][n:33][cH:34][cH:35]1>>[F:1][c:2]1[c:3](-[c:8]2[c:9]([CH:15]([CH3:16])[NH:17][S:26]([c:23]3[cH:22][cH:21][c:20]([O:19][CH3:18])[cH:25][cH:24]3)(=[O:27])=[O:28])[cH:10][c:11]([F:14])[cH:12][cH:13]2)[cH:4][cH:5][cH:6][cH:7]1. Starting materials: S(=O)(=O)(C1=CC=C(C)C=C1)Cl (Ts-Cl), ClC1=C(C=C(C=C1CCC(CO)=O)C#N)NC(OC(C)(C)C)=O (tert-butyl (2-chloro-5-cyano-3-(4-hydroxy-3-oxobutyl)phenyl)carbamate), CO (MeOH), [BH4-].[Na+] (NaBH4). The solvent is C(Cl)Cl (DCM). Run at temperature 0 celsius, time 30 minute. Product: CC1=CC=C(C=C1)S(=O)(=O)OCC(CCC1=C(C(=CC(=C1)C#N)NC(=O)OC(C)(C)C)Cl)O (4-(3-((tert-butoxycarbonyl)amino)-2-chloro-5-cyanophenyl)-2-hydroxybutyl 4-methylbenzenesulfonate). Yield: 110.9%. RXN SMILES: [Cl:1][C:2]1[C:7]([CH2:8][CH2:9][C:10](=[O:13])[CH2:11][OH:12])=[CH:6][C:5]([C:14]#[N:15])=[CH:4][C:3]=1[NH:16][C:17](=[O:23])[O:18][C:19]([CH3:22])([CH3:21])[CH3:20].CO.[BH4-].[Na+].[S:28](Cl)([C:31]1[CH:37]=[CH:36][C:34]([CH3:35])=[CH:33][CH:32]=1)(=[O:30])=[O:29]>C(Cl)Cl>[CH3:35][C:34]1[CH:36]=[CH:37][C:31]([S:28]([O:12][CH2:11][CH:10]([OH:13])[CH2:9][CH2:8][C:7]2[CH:6]=[C:5]([C:14]#[N:15])[CH:4]=[C:3]([NH:16][C:17]([O:18][C:19]([CH3:20])([CH3:22])[CH3:21])=[O:23])[C:2]=2[Cl:1])(=[O:30])=[O:29])=[CH:32][CH:33]=1 |f:2.3|. Procedure details: To a round bottom flask was added tert-butyl (2-chloro-5-cyano-3-(4-hydroxy-3-oxobutyl)phenyl)carbamate (500 mg, 1.476 mmol) and MeOH (1 mL). The solution was then cooled to 0° C. before NaBH4 (100 mg) was added. The reaction was then stirred at 0° C. for 30 min and then slowly warmed to room temperature, and stirred for additional 1 h. The reaction was then quenched with aq. NaHCO3, extracted with EtOAc, washed with brine, dried over sodium sulfate, and concentrated in vacuo. The residue was th... Starting materials: CC=CC(=O)OC, CCCS. The product is CCCSC(C)CC(=O)OC. RXN SMILES: [C:1]([CH:2]=[CH:3][CH3:4])(=[O:5])[O:6][CH3:7].[CH2:8]([CH2:9][CH3:10])[SH:11]>>[C:1]([CH2:2][CH:3]([CH3:4])[S:11][CH2:8][CH2:9][CH3:10])(=[O:5])[O:6][CH3:7]. Starting materials: NCCCCN1CCN(CC1)C(=O)OCC (ethyl 4-(4-aminobutyl)-piperazine-1-carboxylate), NN1C(=NC2=CC=C(C=C2C1=O)C)NN (3-amino-2-hydrazino-6-methylquinazolin-4-(3H)-one), C1(=CC=C(C=C1)S(=O)(=O)O)C (p-toluenesulfonic acid). Solvent: C1(=CC=CC=C1)C (toluene). Reaction conditions: temperature 180 celsius. Yields the product NN1C(N=C2C=CC(=CC2=C1)C)NCCCCN1CCN(CC1)C(=O)OCC (Ethyl 4-[4-(3-amino-6-methyl-quinazolin-2-yl-amino)-butyl]-piperazine-1-carboxylate). RXN SMILES: [NH2:1][CH2:2][CH2:3][CH2:4][CH2:5][N:6]1[CH2:11][CH2:10][N:9]([C:12]([O:14][CH2:15][CH3:16])=[O:13])[CH2:8][CH2:7]1.[NH2:17][N:18]1[C:27](=O)[C:26]2[C:21](=[CH:22][CH:23]=[C:24]([CH3:29])[CH:25]=2)[N:20]=[C:19]1NN.C1(C)C=CC(S(O)(=O)=O)=CC=1>C1(C)C=CC=CC=1>[NH2:17][N:18]1[CH:27]=[C:26]2[C:21]([CH:22]=[CH:23][C:24]([CH3:29])=[CH:25]2)=[N:20][CH:19]1[NH:1][CH2:2][CH2:3][CH2:4][CH2:5][N:6]1[CH2:7][CH2:8][N:9]([C:12]([O:14][CH2:15][CH3:16])=[O:13])[CH2:10][CH2:11]1. Reported procedure: A mixture of 10 g of ethyl 4-(4-aminobutyl)-piperazine-1-carboxylate, 5 g of 3-amino-2-hydrazino-6-methylquinazolin-4-(3H)-one and 0.5 g of p-toluenesulfonic acid was heated to 180° C. (bath temperature of reaction mixture 160° C.) for 4 hours. After cooling to 100° C., the reaction mixture was dissolved in 250 ml of toluene and was washed twice with 100 ml of water. The mixture filtered through `celite` and the product was retained in the toluene solution for use in the next stage. Starting materials: ClC1=CC=C2C(=N1)OC(=N2)C2=CC=CC=C2 (5-chloro-2-phenyloxazolo[5,4-b]pyridine), cuprous cyanide, CN1CCCC1=O (N-methyl pyrrolidinone). Run at temperature 175 celsius. Yields the product C(#N)C1=CC=C2C(=N1)OC(=N2)C2=CC=CC=C2 (5-Cyano-2-phenyloxazolo[5,4-b]pyridine). As a reaction SMILES: Cl[C:2]1[N:7]=[C:6]2[O:8][C:9]([C:11]3[CH:16]=[CH:15][CH:14]=[CH:13][CH:12]=3)=[N:10][C:5]2=[CH:4][CH:3]=1.[CH3:17][N:18]1C(=O)CCC1>>[C:17]([C:2]1[N:7]=[C:6]2[O:8][C:9]([C:11]3[CH:16]=[CH:15][CH:14]=[CH:13][CH:12]=3)=[N:10][C:5]2=[CH:4][CH:3]=1)#[N:18]. Procedure: A mixture of 2.3 g. of 5-chloro-2-phenyloxazolo[5,4-b]pyridine, 1.6 g. of cuprous cyanide and 15 ml. of N-methyl pyrrolidinone is stirred under nitrogen and then heated in an oil bath of 175° C. (bath temperature). It is maintained at that temperature for 5 hours. The cooled, dark mixture is diluted with 75 ml. of 10% ammonium hydroxide and a dark precipitate removed by filtration. The solid is extracted with methylene dichloride. The methylene dichloride is evaporated and the residue crystalliz... Starting materials: C(CCCC(=O)Cl)(=O)Cl (Glutaryl chloride), [Cl-].[Cl-].[Cl-].[Al+3] (aluminum trichloride), C1=CC=CC=C1 (benzene), Cl (hydrochloric acid). Conditions: time 2 hour. The product is C1(=CC=CC=C1)C(CCCC(=O)C1=CC=CC=C1)=O (1,5-diphenyl-1,5-pentanedione). Reaction SMILES: [C:1](Cl)(=[O:8])[CH2:2][CH2:3][CH2:4][C:5](Cl)=[O:6].[Cl-].[Cl-].[Cl-].[Al+3].Cl.[CH:15]1[CH:20]=[CH:19][CH:18]=[CH:17][CH:16]=1>>[C:15]1([C:1](=[O:8])[CH2:2][CH2:3][CH2:4][C:5]([C:15]2[CH:20]=[CH:19][CH:18]=[CH:17][CH:16]=2)=[O:6])[CH:20]=[CH:19][CH:18]=[CH:17][CH:16]=1 |f:1.2.3.4|. Reported procedure: Glutaryl chloride (28.2 g; 0.167 mole) was slowly added to a mixture of anhydrous aluminum trichloride (50 g; 0.375 mole) and 250 ml benzene. The mixture was stirred vigorously in an ice/water bath. After completion of the addition, the ice/water bath was removed and stirring was continued for two hours. The solution obtained was slowly poured into a mixture of 200 g crushed ice and 40 ml concentrated aqueous hydrochloric acid. The resulting product was recovered by extraction and crystallizatio... Starting materials: CN1CCOCC1, CN(C)C=O, NC(CO)c1ccccc1, Cc1cc(-n2ccnc2)cc2[nH]c(-c3c(I)cc[nH]c3=O)nc12. Product: Cc1cc(-n2ccnc2)cc2[nH]c(-c3c(NC(CO)c4ccccc4)cc[nH]c3=O)nc12. Reaction SMILES: [CH3:34][N:35]1[CH2:36][CH2:37][O:38][CH2:39][CH2:40]1.[O:41]=[CH:42][N:43]([CH3:44])[CH3:45].[c:24]1([CH:30]([NH2:31])[CH2:32][OH:33])[cH:25][cH:26][cH:27][cH:28][cH:29]1.[n:1]1(-[c:6]2[cH:7][c:8]([CH3:23])[c:9]3[c:10]([nH:11][c:12](-[c:14]4[c:15](=[O:21])[nH:16][cH:17][cH:18][c:19]4[I:20])[n:13]3)[cH:22]2)[cH:2][n:3][cH:4][cH:5]1>>[n:1]1(-[c:6]2[cH:7][c:8]([CH3:23])[c:9]3[c:10]([nH:11][c:12](-[c:14]4[c:15](=[O:21])[nH:16][cH:17][cH:18][c:19]4[NH:31][CH:30]([c:24]4[cH:25][cH:26][cH:27][cH:28][cH:29]4)[CH2:32][OH:33])[n:13]3)[cH:22]2)[cH:2][n:3][cH:4][cH:5]1. The reactants are ClC(F)F (chlorodifluoromethane), [OH-].[Na+] (sodium hydroxide), C1(=CC=CC=C1)S (thiophenol), ClC(F)F (chlorodifluoromethane). Run in C(C)OCC (diethyl ether), O (water), CCCCC (pentane), O1CCOCC1 (paradioxane), O (water). Conditions: time 1 hour. Yields the product C1(=CC=CC=C1)SC(F)F (difluoromethyl phenyl sulfide). Isolated yield 69.0%. Reaction SMILES: [OH-].[Na+].[C:3]1([SH:9])[CH:8]=[CH:7][CH:6]=[CH:5][CH:4]=1.Cl[CH:11]([F:13])[F:12]>CCCCC.C(OCC)C.O.O1CCOCC1>[C:3]1([S:9][CH:11]([F:13])[F:12])[CH:8]=[CH:7][CH:6]=[CH:5][CH:4]=1 |f:0.1|. Reported procedure: A 6 ounce Fisher-Porter bottle was charged with 10.0 g (250 mmol) of sodium hydroxide, 13 mL of water, 15 mL of paradioxane, and 5.5 mL (54 mmol) of thiophenol. The bottle and overhead system were closed, the rapidly stirred mixture was heated to 60°-70° C. by means of an oil bath, and the system was charged to 50 psig with chlorodifluoromethane. Heating was continued for 1 hour, during which time the pressure gradually decreased and the system was occasionally recharged to 50 psig with chlorodi...